This data is from the Open Reaction Database (ORD), a public repository of structured organic reaction records. The task is: describe an organic reaction: reactants, conditions, products, and yield Starting materials: BrC=1C(=NC(=NC1)NCCN1C(NC(C1(C)C)=O)=O)C=1SC(=CC1)Cl (1-{2-[5-bromo-4-(5-chlorothiophen-2-yl)pyrimidin-2-ylamino]ethyl}-5,5-dimethylimidazolidine-2,4-dione), OCC=1C=C(C=CC1)B(O)O (3-(hydroxymethyl)phenylboronic acid). Yields the product ClC1=CC=C(S1)C1=NC(=NC=C1C1=CC(=CC=C1)CO)NCCN1C(NC(C1(C)C)=O)=O (1-(2-{4-(5-Chlorothiophen-2-yl)-5-[3-(hydroxymethyl)phenyl]pyrimidin-2-ylamino}ethyl)-5,5-dimethylimidazolidine-2,4-dione). Reaction SMILES: Br[C:2]1[C:3]([C:20]2[S:21][C:22]([Cl:25])=[CH:23][CH:24]=2)=[N:4][C:5]([NH:8][CH2:9][CH2:10][N:11]2[C:15]([CH3:17])([CH3:16])[C:14](=[O:18])[NH:13][C:12]2=[O:19])=[N:6][CH:7]=1.[OH:26][CH2:27][C:28]1[CH:29]=[C:30](B(O)O)[CH:31]=[CH:32][CH:33]=1>>[Cl:25][C:22]1[S:21][C:20]([C:3]2[C:2]([C:32]3[CH:31]=[CH:30][CH:29]=[C:28]([CH2:27][OH:26])[CH:33]=3)=[CH:7][N:6]=[C:5]([NH:8][CH2:9][CH2:10][N:11]3[C:15]([CH3:17])([CH3:16])[C:14](=[O:18])[NH:13][C:12]3=[O:19])[N:4]=2)=[CH:24][CH:23]=1. Procedure: The title compound was prepared from 1-{2-[5-bromo-4-(5-chlorothiophen-2-yl)pyrimidin-2-ylamino]ethyl}-5,5-dimethylimidazolidine-2,4-dione and 3-(hydroxymethyl)phenylboronic acid in a manner analogous to Example 269. MS (M+H)+ 472. Starting materials: CC(C)(C)OC(=O)NNc1c([N+](=O)[O-])cnc2cc(OCc3ccccc3)ccc12, CO, CC#N, [H][H]. Yields the product CC(C)(C)OC(=O)NNc1c(N)cnc2cc(OCc3ccccc3)ccc12. Reaction SMILES: [CH2:1]([c:2]1[cH:3][cH:4][cH:5][cH:6][cH:7]1)[O:8][c:9]1[cH:10][cH:11][c:12]2[c:13]([NH:22][NH:23][C:24](=[O:25])[O:26][C:27]([CH3:28])([CH3:29])[CH3:30])[c:14]([N+:19]([O-:20])=[O:21])[cH:15][n:16][c:17]2[cH:18]1.[CH3:33][OH:34].[CH3:35][C:36]#[N:37].[H:31][H:32]>>[CH2:1]([c:2]1[cH:3][cH:4][cH:5][cH:6][cH:7]1)[O:8][c:9]1[cH:10][cH:11][c:12]2[c:13]([NH:22][NH:23][C:24](=[O:25])[O:26][C:27]([CH3:28])([CH3:29])[CH3:30])[c:14]([NH2:19])[cH:15][n:16][c:17]2[cH:18]1. Starting materials: CI, CN(C)C=O, CC1(C)NC(=O)N(c2ccc([N+](=O)[O-])c(C(F)(F)F)c2)C1=O, [H-], [Na+]. Yields the product CN1C(=O)N(c2ccc([N+](=O)[O-])c(C(F)(F)F)c2)C(=O)C1(C)C. Reaction SMILES: [CH3:25][I:26].[CH3:27][N:28]([CH3:29])[CH:30]=[O:31].[F:1][C:2]([c:3]1[cH:4][c:5]([N:12]2[C:13](=[O:20])[NH:14][C:15]([CH3:18])([CH3:19])[C:16]2=[O:17])[cH:6][cH:7][c:8]1[N+:9](=[O:10])[O-:11])([F:21])[F:22].[H-:23].[Na+:24]>>[F:1][C:2]([c:3]1[cH:4][c:5]([N:12]2[C:13](=[O:20])[N:14]([CH3:25])[C:15]([CH3:18])([CH3:19])[C:16]2=[O:17])[cH:6][cH:7][c:8]1[N+:9](=[O:10])[O-:11])([F:21])[F:22]. Reactants: ClC1=NC=C(C=C1[N+](=O)[O-])C (2-chloro-5-methyl-3-nitropyridine), C1(=CC=CC=C1)NC(C)=O (N-phenylacetamide). Product: CC1=NC=2C(=NC=C(C2)C)N1C1=CC=CC=C1 (2,6-Dimethyl-3-phenyl-3H-imidazo[4,5-b]pyridine). The yield is 80.6%. RXN SMILES: Cl[C:2]1[C:7]([N+:8]([O-])=O)=[CH:6][C:5]([CH3:11])=[CH:4][N:3]=1.[C:12]1([NH:18][C:19](=O)[CH3:20])[CH:17]=[CH:16][CH:15]=[CH:14][CH:13]=1>>[CH3:20][C:19]1[N:18]([C:12]2[CH:17]=[CH:16][CH:15]=[CH:14][CH:13]=2)[C:2]2=[N:3][CH:4]=[C:5]([CH3:11])[CH:6]=[C:7]2[N:8]=1. Procedure details: Method A applied to 2-chloro-5-methyl-3-nitropyridine (86 mg, 0.5 mmol) and N-phenylacetamide (81 mg, 0.6 mmol) afforded the title compound as brown solid (90 mg, 81%). mp 77-79° C. 1H NMR (DMSO) δ 2.44 (s, 3H), 2.54 (s, 3H), 7.56-7.63 (m, 5H), 7.95 (s, 1H), 8.20 (s, 1H); 13C NMR δ 13.1, 17.9, 124.4, 127.5, 129.5, 129.6, 129.8, 132.9, 145.1, 145.7, 153.2. HRMS (FAB): cal. for C14H14N3 [M+H+]: 224.1187; found: 224.1184. Reactants: [OH-].[Na+] (sodium hydroxide), C(C)OCOCC1=CC2=C(C=C1)OCO2 (1-[(ethoxymethoxy)methyl]-3,4-methylenedioxybenzene), CSSC (methyldisulfide), CCCCCC.C(CCC)[Li] (n-butyllithium hexane). Run in C(C)OCC (diethyl ether). Conditions: temperature 0 celsius, time 2 hour. Product: C(C)OCOCC1=C(C2=C(C=C1)OCO2)SC (1-[(Ethoxymethoxy)methyl]-2-(methylthio)-3,4-methylenedioxybenzene). The yield is 43.8%. As a reaction SMILES: [CH2:1]([O:3][CH2:4][O:5][CH2:6][C:7]1[CH:12]=[CH:11][C:10]2[O:13][CH2:14][O:15][C:9]=2[CH:8]=1)[CH3:2].CCCCCC.C([Li])CCC.[CH3:27][S:28]SC.[OH-].[Na+]>C(OCC)C>[CH2:1]([O:3][CH2:4][O:5][CH2:6][C:7]1[CH:12]=[CH:11][C:10]2[O:13][CH2:14][O:15][C:9]=2[C:8]=1[S:28][CH3:27])[CH3:2] |f:1.2,4.5|. Procedure: 1.05 g of 1-[(ethoxymethoxy)methyl]-3,4-methylenedioxybenzene was dissolved in 10 ml of diethyl ether, 2 ml of a 2.52 M n-butyllithium hexane solution was added thereto at 0° C., and the mixture was stirred for 2 hours, and then 471 mg of methyldisulfide was added dropwise at −70° C. After completing the dropwise addition, the mixture was further stirred at room temperature for 12 hours. A 1N aqueous sodium hydroxide was added to the reaction solution, and the mixture was extracted with ethyl ac...